This data is from the Open Reaction Database (ORD), a public repository of structured organic reaction records. The task is: describe an organic reaction: reactants, conditions, products, and yield Reactants: 112.7, C1(CCCCCC1)=O (cycloheptanone), C1(=CC=CC=C1)O (phenol), Br (hydrobromic acid), Br (hydrobromic acid). The product is C1(CCCCCC1)(C1=CC=C(C=C1)O)C1=CC=C(C=C1)O (4,4'-cycloheptylidenediphenol). Reaction SMILES: [C:1]1(=O)[CH2:7][CH2:6][CH2:5][CH2:4][CH2:3][CH2:2]1.[C:9]1([OH:15])[CH:14]=[CH:13][CH:12]=[CH:11][CH:10]=1.Br>>[C:1]1([C:12]2[CH:13]=[CH:14][C:9]([OH:15])=[CH:10][CH:11]=2)([C:12]2[CH:13]=[CH:14][C:9]([OH:15])=[CH:10][CH:11]=2)[CH2:7][CH2:6][CH2:5][CH2:4][CH2:3][CH2:2]1. Reported procedure: Into a solution of 112.7 parts by weight (1.0 partmole) cycloheptanone and 470 parts by weight (5.0 partmole) phenol there was introduced gaseous hydrobromic acid. The mildly exothermic reaction was moderated by external cooling, keeping the reaction temperature between 30° and 37° C. after ca. 1.5 hour of reaction time, the red colored mixture thickened and solids began to form. After an additional four hour contact with a slow stream of hydrobromic acid, all acid was removed by placing the sti... Starting materials: CN(C)C=O, ClCCl, O=C(O)c1ccc(Br)cc1, O=S(Cl)Cl. Yields the product O=C(Cl)c1ccc(Br)cc1. RXN SMILES: [CH3:15][N:16]([CH3:17])[CH:18]=[O:19].[Cl:20][CH2:21][Cl:22].[OH:1][C:2](=[O:3])[c:4]1[cH:5][cH:6][c:7]([Br:8])[cH:9][cH:10]1.[S:11]([Cl:12])([Cl:13])=[O:14]>>[O:1]=[C:2]([c:4]1[cH:5][cH:6][c:7]([Br:8])[cH:9][cH:10]1)[Cl:13]. The reactants are CC#CCO, [Cl-], CC1CCCC(C)N(c2cc(Cl)ncn2)C1, [H-], [NH4+], [Na+], C1CCOC1. Yields the product CC#CCOc1cc(N2CC(C)CCCC2C)ncn1. RXN SMILES: [CH2:3]([C:4]#[C:5][CH3:6])[OH:7].[Cl-:24].[Cl:8][c:9]1[cH:10][c:11]([N:15]2[CH:16]([CH3:23])[CH2:17][CH2:18][CH2:19][CH:20]([CH3:22])[CH2:21]2)[n:12][cH:13][n:14]1.[H-:1].[NH4+:25].[Na+:2].[O:26]1[CH2:27][CH2:28][CH2:29][CH2:30]1>>[CH2:3]([C:4]#[C:5][CH3:6])[O:7][c:9]1[cH:10][c:11]([N:15]2[CH:16]([CH3:23])[CH2:17][CH2:18][CH2:19][CH:20]([CH3:22])[CH2:21]2)[n:12][cH:13][n:14]1. Reactants: C(C1=CC=CC=C1)(=O)Cl (Benzoyl chloride), CN(CC(C(C1=CC=CC=C1)C1=CC=CC=C1)O)C (3-dimethylamino-1,1-diphenyl-propan-2-ol). Run in N1=CC=CC=C1 (pyridine). Conditions: time 4 hour. Product: C(C1=CC=CC=C1)(=O)OC(C(C1=CC=CC=C1)C1=CC=CC=C1)CN(C)C (2-benzoyloxy-3-dimethylamino-1,1-diphenylpropane). Isolated yield 96.7%. RXN SMILES: [C:1](Cl)(=[O:8])[C:2]1[CH:7]=[CH:6][CH:5]=[CH:4][CH:3]=1.[CH3:10][N:11]([CH3:28])[CH2:12][CH:13]([OH:27])[CH:14]([C:21]1[CH:26]=[CH:25][CH:24]=[CH:23][CH:22]=1)[C:15]1[CH:20]=[CH:19][CH:18]=[CH:17][CH:16]=1>N1C=CC=CC=1>[C:1]([O:27][CH:13]([CH2:12][N:11]([CH3:10])[CH3:28])[CH:14]([C:21]1[CH:22]=[CH:23][CH:24]=[CH:25][CH:26]=1)[C:15]1[CH:20]=[CH:19][CH:18]=[CH:17][CH:16]=1)(=[O:8])[C:2]1[CH:7]=[CH:6][CH:5]=[CH:4][CH:3]=1. Procedure: Benzoyl chloride (1.49 g.) was added to 3-dimethylamino-1,1-diphenyl-propan-2-ol (2.55 g.) in dry pyridine (10 ml.) and the solution allowed to stand for 4 hours. Pyridine was removed by evaporation and the residue dissolved in dilute hydrochloric acid and ether. Basification of the acid extract and isolation through ether in the usual manner gave 2-benzoyloxy-3-dimethylamino-1,1-diphenylpropane (3.47 g., 99%), m.p. 90° - 91°.